describe an organic reaction: reactants, conditions, products, and yield From a dataset of the Open Reaction Database (ORD), a public repository of structured organic reaction records. Reactants: N1(CCCC1)C1=CC=C(CCO)C=C1 (4-Pyrrolidinophenethyl alcohol), C(O)([O-])=O.[Na+] (sodium hydrogencarbonate), CS(=O)(=O)Cl (methanesulfonyl chloride). Solvent: ClCCl (dichloromethane), ClCCl (dichloromethane). Reaction conditions: time 8 hour. Product: S(C)(=O)(=O)OCCC1=CC=C(C=C1)N1CCCC1 (4-pyrrolidinophenethyl mesylate), solid. The yield is 80.0%. Reaction SMILES: [N:1]1([C:6]2[CH:14]=[CH:13][C:9]([CH2:10][CH2:11][OH:12])=[CH:8][CH:7]=2)[CH2:5][CH2:4][CH2:3][CH2:2]1.[CH3:15][S:16](Cl)(=[O:18])=[O:17].C(=O)([O-])O.[Na+]>ClCCl>[S:16]([O:12][CH2:11][CH2:10][C:9]1[CH:13]=[CH:14][C:6]([N:1]2[CH2:5][CH2:4][CH2:3][CH2:2]2)=[CH:7][CH:8]=1)(=[O:18])(=[O:17])[CH3:15] |f:2.3|. Reported procedure: 4-Pyrrolidinophenethyl alcohol (16.41 g, 85.9 mmol) was dissolved in dichloromethane (150 ml). Dissopropylethylamine (19.0 ml, 108 ml) and methanesulfonyl chloride (8.40 ml, 108 mmol) were added to the obtained solution at 0° C., and they were stirred overnight. The reaction mixture was distributed into 5% aqueous sodium hydrogencarbonate solution and dichloromethane. The organic layer was dried and the solvent was evaporated under reduced pressure. The residue was subjected to the silica gel co...